The task is: describe an organic reaction: reactants, conditions, products, and yield. This data is from the Open Reaction Database (ORD), a public repository of structured organic reaction records. Reactants: OC(CCC(CP(C1=CC=CC=C1)(C1=CC=CC=C1)C1=CC=CC=C1)=O)C ((5-hydroxy-2-oxohexyl)triphenylphosphorane), F[B-](F)(F)F.C(C)[O+](CC)CC (triethyloxonium tetrafluoroborate), solution. Solvent: C(=O)=O.CC(=O)C (dry ice acetone), C(Cl)Cl (methylene chloride), C(Cl)Cl (methylene chloride). Conditions: time 0.5 hour. The product is F[B-](F)(F)F.C1(=CC=CC=C1)[P+](C=C1OC(CC1)C)(C1=CC=CC=C1)C1=CC=CC=C1 (triphenyl[(tetrahydro-5-methyl-furan-2-ylidene)methyl]phosphonium tetrafluoroborate). RXN SMILES: O[CH:2]([CH3:27])[CH2:3][CH2:4][C:5](=[O:26])[CH2:6][PH:7]([C:20]1[CH:25]=[CH:24][CH:23]=[CH:22][CH:21]=1)([C:14]1[CH:19]=[CH:18][CH:17]=[CH:16][CH:15]=1)[C:8]1[CH:13]=[CH:12][CH:11]=[CH:10][CH:9]=1.[F:28][B-:29]([F:32])([F:31])[F:30].C([O+](CC)CC)C>C(Cl)Cl.C(=O)=O.CC(C)=O>[F:28][B-:29]([F:32])([F:31])[F:30].[C:8]1([P+:7]([C:20]2[CH:25]=[CH:24][CH:23]=[CH:22][CH:21]=2)([C:14]2[CH:15]=[CH:16][CH:17]=[CH:18][CH:19]=2)[CH:6]=[C:5]2[CH2:4][CH2:3][CH:2]([CH3:27])[O:26]2)[CH:13]=[CH:12][CH:11]=[CH:10][CH:9]=1 |f:1.2,4.5,6.7|. Procedure details: 1.5 g of (5-hydroxy-2-oxohexyl)triphenylphosphorane was dissolved in 20 ml of methylene chloride under a nitrogen atmosphere, cooled in dry ice/acetone bath and 15 ml of triethyloxonium tetrafluoroborate as a 1 M solution in methylene chloride was added. The reaction mixture was stirred at about -78 C. for 0.5 hour and allowed to warm to room temperature over about 2 hours, decanted into ice water and stirred vigorously with the addition of an additional 30 ml of methylene chloride. The extracti... Reactants: CC=1N=C(SC1CSC=1C=C2CCC(OC2=CC1)O)C1=CC=C(C=C1)C(F)(F)F (6-[4-Methyl-2-(4-trifluoromethyl-phenyl)-thiazol-5-ylmethylsulfanyl]-chroman-2-ol), COC(=O)C=P(C1=CC=CC=C1)(C2=CC=CC=C2)C3=CC=CC=C3 (methyl (triphenylphosphoranylidene) acetate). As a reaction SMILES: [CH3:1][C:2]1[N:3]=[C:4]([C:20]2[CH:25]=[CH:24][C:23]([C:26]([F:29])([F:28])[F:27])=[CH:22][CH:21]=2)[S:5][C:6]=1[CH2:7][S:8][C:9]1[CH:10]=[C:11]2[C:16](=[CH:17][CH:18]=1)[O:15][CH:14](O)[CH2:13][CH2:12]2.[CH3:30][O:31][C:32]([CH:34]=P(C1C=CC=CC=1)(C1C=CC=CC=1)C1C=CC=CC=1)=[O:33]>CCOCC>[CH3:30][O:31][C:32](=[O:33])[CH2:34][CH:14]1[CH:13]=[CH:12][C:11]2[CH:10]=[C:9]([S:8][CH2:7][C:6]3[S:5][C:4]([C:20]4[CH:25]=[CH:24][C:23]([C:26]([F:28])([F:29])[F:27])=[CH:22][CH:21]=4)=[N:3][C:2]=3[CH3:1])[CH:18]=[CH:17][C:16]=2[O:15]1. Procedure: Mixture of compound 5F (130 mg, 0.3 mmol) and methyl (triphenylphosphoranylidene) acetate (110 mg, 0.33 mmol) in CDCl3 (15 mL) was heated to 60° C. for 2 h. After the reaction mixture was cooled to RT, ether (100 mL) was added and the mixture was passed through a short silica gel column eluted with ether. Solvent was removed to afford compound 5G as an off-white solid (95 mg, 65%). MS: 494 (M+1)+. Isolated yield 64.4%. Product: COC(CC1OC2=C(C=C1)C=C(C=C2)SCC2=C(N=C(S2)C2=CC=C(C=C2)C(F)(F)F)C)=O ({6-[4-Methyl-2-(4-trifluoromethyl-phenyl)-thiazol-5-ylmethylsulfanyl]-1-benzopyran-2-yl}-acetic acid methyl ester). The solvent is CCOCC (ether). Conditions: temperature 60 celsius.